This data is from the Open Reaction Database (ORD), a public repository of structured organic reaction records. The task is: describe an organic reaction: reactants, conditions, products, and yield Starting materials: CCOC(=O)CSc1cccc(OC(C)=O)c1CC(=O)OCC, CCO, N. Product: CCOC(=O)CSc1cccc(O)c1CC(=O)OCC. Reaction SMILES: [C:1](=[O:2])([CH3:3])[O:4][c:5]1[cH:6][cH:7][cH:8][c:9]([S:17][CH2:18][C:19](=[O:20])[O:21][CH2:22][CH3:23])[c:10]1[CH2:11][C:12](=[O:13])[O:14][CH2:15][CH3:16].[CH3:25][CH2:26][OH:27].[NH3:24]>>[OH:4][c:5]1[cH:6][cH:7][cH:8][c:9]([S:17][CH2:18][C:19](=[O:20])[O:21][CH2:22][CH3:23])[c:10]1[CH2:11][C:12](=[O:13])[O:14][CH2:15][CH3:16]. The reactants are C1CCOC1, CC1Cc2c(Cl)ncnc2N1c1ccc(S(C)(=O)=O)cc1F, [H-], [Na+], CC(C)OC(=O)N1CCC(O)CC1. Product: CC(C)OC(=O)N1CCC(Oc2ncnc3c2CC(C)N3c2ccc(S(C)(=O)=O)cc2F)CC1. As a reaction SMILES: [CH2:38]1[O:39][CH2:40][CH2:41][CH2:42]1.[Cl:16][c:17]1[c:18]2[c:19]([n:20][cH:21][n:22]1)[N:23]([c:27]1[c:28]([F:37])[cH:29][c:30]([S:33](=[O:34])(=[O:35])[CH3:36])[cH:31][cH:32]1)[CH:24]([CH3:26])[CH2:25]2.[H-:15].[Na+:14].[OH:1][CH:2]1[CH2:3][CH2:4][N:5]([C:8](=[O:9])[O:10][CH:11]([CH3:12])[CH3:13])[CH2:6][CH2:7]1>>[O:1]([CH:2]1[CH2:3][CH2:4][N:5]([C:8](=[O:9])[O:10][CH:11]([CH3:12])[CH3:13])[CH2:6][CH2:7]1)[c:17]1[c:18]2[c:19]([n:20][cH:21][n:22]1)[N:23]([c:27]1[c:28]([F:37])[cH:29][c:30]([S:33](=[O:34])(=[O:35])[CH3:36])[cH:31][cH:32]1)[CH:24]([CH3:26])[CH2:25]2.